describe an organic reaction: reactants, conditions, products, and yield From a dataset of the Open Reaction Database (ORD), a public repository of structured organic reaction records. Starting materials: CCOCC (ether), C(=O)=O.CC(=O)C (dry ice acetone), liquid, N (ammonia), [NH2-].[Na+] (sodium amide), CI (methyl iodide), CCOCC (ether). Run in O (water). Run at time 30 minute. Yields the product methyl ester, CC(C(=O)O)(C#CC)C (2,2-dimethyl-3-pentynoic acid). As a reaction SMILES: [C:1](=[O:3])=[O:2].[CH3:4][C:5]([CH3:7])=O.N.[NH2-].[Na+].[CH3:11]I.CCO[CH2:16][CH3:17]>O>[CH3:4][C:5]([CH3:7])([C:11]#[C:16][CH3:17])[C:1]([OH:3])=[O:2] |f:0.1,3.4|. Reported procedure: A flask was immersed in a dry ice/acetone mixture. It was charged with 500 ml of liquid ammonia and 30.2 g of sodium amide was added. The internal temperature of the stirred mixture was controlled at -45° C.-50° C. for 30 minutes, then a solution of 110.1 g of methyl iodide in 100 ml of ether was added drop-by-drop (45 minutes). The stirred mixture then was allowed to warm to room temperature and was stirred for four hours, then 200 ml of ether and 200 ml of cold water were added, the resulting ... Reactants: COc1ccc(Cn2nc(NC3CCN(C(=O)OC(C)(C)C)C3)c3c(Oc4ccc(NC(=O)c5ccnn(-c6ccc(F)cc6)c5=O)cc4F)ccnc32)cc1, ClCCl, O=C(O)C(F)(F)F. The product is COc1ccc(Cn2nc(NC3CCNC3)c3c(Oc4ccc(NC(=O)c5ccnn(-c6ccc(F)cc6)c5=O)cc4F)ccnc32)cc1. RXN SMILES: [CH3:1][O:2][c:3]1[cH:4][cH:5][c:6]([CH2:7][n:8]2[n:9][c:10]([NH:42][CH:43]3[CH2:44][N:45]([C:48]([O:49][C:50]([CH3:51])([CH3:52])[CH3:53])=[O:54])[CH2:46][CH2:47]3)[c:11]3[c:12]2[n:13][cH:14][cH:15][c:16]3[O:17][c:18]2[c:19]([F:41])[cH:20][c:21]([NH:24][C:25](=[O:26])[c:27]3[cH:28][cH:29][n:30][n:31](-[c:34]4[cH:35][cH:36][c:37]([F:40])[cH:38][cH:39]4)[c:32]3=[O:33])[cH:22][cH:23]2)[cH:55][cH:56]1.[Cl:64][CH2:65][Cl:66].[F:57][C:58]([F:59])([F:60])[C:61]([OH:62])=[O:63]>>[CH3:1][O:2][c:3]1[cH:4][cH:5][c:6]([CH2:7][n:8]2[n:9][c:10]([NH:42][CH:43]3[CH2:44][NH:45][CH2:46][CH2:47]3)[c:11]3[c:12]2[n:13][cH:14][cH:15][c:16]3[O:17][c:18]2[c:19]([F:41])[cH:20][c:21]([NH:24][C:25](=[O:26])[c:27]3[cH:28][cH:29][n:30][n:31](-[c:34]4[cH:35][cH:36][c:37]([F:40])[cH:38][cH:39]4)[c:32]3=[O:33])[cH:22][cH:23]2)[cH:55][cH:56]1. Starting materials: C(C)OC(C(CC1=C(C=CC=C1Cl)Cl)O)OCC (1,1-diethoxy-2-hydroxy-3-(2',6'-dichlorophenyl)propane), Cl (hydrochloric acid). Solvent: C(C)O (ethanol). The product is ClC1=C(C(=CC=C1)Cl)CC(CO)=O (1-(2',6'-Dichlorophenyl)-3-hydroxy-2-propanone). RXN SMILES: C([O:3][CH:4](OCC)[CH:5]([OH:15])[CH2:6][C:7]1[C:12]([Cl:13])=[CH:11][CH:10]=[CH:9][C:8]=1[Cl:14])C.Cl>C(O)C>[Cl:13][C:12]1[CH:11]=[CH:10][CH:9]=[C:8]([Cl:14])[C:7]=1[CH2:6][C:5](=[O:15])[CH2:4][OH:3]. Procedure: 10 g of 1,1-diethoxy-2-hydroxy-3-(2',6'-dichlorophenyl)propane are dissolved in 40 ml of ethanol, 20 ml of concentrated hydrochloric acid are added, and the mixture is refluxed for 4 hours, then is evaporated to dryness. 10 ml of toluene are added and the solution is again evaporated to dryness in order to remove the water. The residue, crude 1-(2',6'-dichlorophenyl)-3-hydroxy-2-propanone, is used in Example 49 (d) below. After recrystallization from diisopropyl ether, the product melts at 111°-... Reactants: Wittig reagent, ClC1=CC=C(C=C1)N1N=C(C=C1)OC1=C(C=CC=C1)C(C(=O)OC)=O (methyl 2-[1-(4-chlorophenyl)-3-pyrazolyloxy]phenylglyoxalate), keto ester, CC(C)([O-])C.[K+] (potassium tert-butoxide), [Br-].COC[P+](C1=CC=CC=C1)(C1=CC=CC=C1)C1=CC=CC=C1 (methoxymethyltriphenylphosphonium bromide), C(CC(O)(C(=O)O)CC(=O)O)(=O)O (citric acid). Run in O1CCCC1 (tetrahydrofuran), O1CCCC1 (tetrahydrofuran), O1CCCC1 (tetrahydrofuran). Product: ClC1=CC=C(C=C1)N1N=C(C=C1)OC1=C(C=CC=C1)/C(/C(=O)OC)=C\OC (Methyl E-α-{2-(1-[4-chlorophenyl]-3-pyrazolyloxy)phenyl}-β-methoxyacrylate). As a reaction SMILES: CC(C)([O-])C.[K+].[Br-].[CH3:8][O:9][CH2:10][P+](C1C=CC=CC=1)(C1C=CC=CC=1)C1C=CC=CC=1.[Cl:30][C:31]1[CH:36]=[CH:35][C:34]([N:37]2[CH:41]=[CH:40][C:39]([O:42][C:43]3[CH:48]=[CH:47][CH:46]=[CH:45][C:44]=3[C:49](=O)[C:50]([O:52][CH3:53])=[O:51])=[N:38]2)=[CH:33][CH:32]=1.C(O)(=O)CC(CC(O)=O)(C(O)=O)O>O1CCCC1>[Cl:30][C:31]1[CH:36]=[CH:35][C:34]([N:37]2[CH:41]=[CH:40][C:39]([O:42][C:43]3[CH:48]=[CH:47][CH:46]=[CH:45][C:44]=3/[C:49](=[CH:8]\[O:9][CH3:10])/[C:50]([O:52][CH3:53])=[O:51])=[N:38]2)=[CH:33][CH:32]=1 |f:0.1,2.3|. Procedure details: A solution of 0.38 g of potassium tert-butoxide in 3 ml of tetrahydrofuran was added dropwise at not more than 5° C to a suspension of 1.4 g of methoxymethyltriphenylphosphonium bromide ("Wittig reagent") in 15 ml of anhydrous tetrahydrofuran. 1.0 g of methyl 2-[1-(4-chlorophenyl)-3-pyrazolyloxy]phenylglyoxalate (cf. Ex. 1) in 5 ml of tetrahydrofuran was added to the dark red suspension, and the batch was allowed to come to room temperature. Wittig reagent was metered in twice more until all of ... Starting materials: [OH-].[Li+] (lithium hydroxide), COC(=O)C1=CN=C(S1)C1=NC=CC=C1 (2-Pyridin-2-yl-thiazol-5-carboxylic acid methyl ester), ClCCl (dichloromethane). The solvent is C1CCOC1.CO (THF methanol). Conditions: temperature 0 celsius, time 30 minute. The product is N1=C(C=CC=C1)C=1SC(=CN1)C(=O)O (2-Pyridin-2-yl-thiazol-5-carboxylic acid). Isolated yield 93.9%. Reaction SMILES: C[O:2][C:3]([C:5]1[S:9][C:8]([C:10]2[CH:15]=[CH:14][CH:13]=[CH:12][N:11]=2)=[N:7][CH:6]=1)=[O:4].[OH-].[Li+].ClCCl>C1COCC1.CO>[N:11]1[CH:12]=[CH:13][CH:14]=[CH:15][C:10]=1[C:8]1[S:9][C:5]([C:3]([OH:4])=[O:2])=[CH:6][N:7]=1 |f:1.2,4.5|. Procedure: 2-Pyridin-2-yl-thiazol-5-carboxylic acid methyl ester (0.34 g, 1.55 mmol) was dissolved in a THF/methanol (5 ml/1 ml) mixture, cooled to 0° C. and treated with lithium hydroxide (4.7 ml, 1N aqueous solution). The reaction mixture was allowed to warm-up to ambient temperature, stirred at that temperature for 30 min and the pH value was subsequently adjusted to ˜5. The resulting suspension was treated with dichloromethane (50 ml) and filtered. The precipitate was washed with water and dichlorometh... Reactants: CC(C)(C)NS(=O)(=O)c1cccc(-c2cn(-c3nc(-c4ccc(F)cc4)cc(C(F)(F)F)n3)cn2)c1, ClCCl, O=C(O)C(F)(F)F. Reaction SMILES: [C:1]([CH3:2])([CH3:3])([CH3:4])[NH:5][S:6](=[O:7])(=[O:8])[c:9]1[cH:10][c:11](-[c:15]2[n:16][cH:17][n:18](-[c:20]3[n:21][c:22](-[c:30]4[cH:31][cH:32][c:33]([F:36])[cH:34][cH:35]4)[cH:23][c:24]([C:26]([F:27])([F:28])[F:29])[n:25]3)[cH:19]2)[cH:12][cH:13][cH:14]1.[Cl:44][CH2:45][Cl:46].[F:37][C:38]([F:39])([F:40])[C:41]([OH:42])=[O:43]>>[NH2:5][S:6](=[O:7])(=[O:8])[c:9]1[cH:10][c:11](-[c:15]2[n:16][cH:17][n:18](-[c:20]3[n:21][c:22](-[c:30]4[cH:31][cH:32][c:33]([F:36])[cH:34][cH:35]4)[cH:23][c:24]([C:26]([F:27])([F:28])[F:29])[n:25]3)[cH:19]2)[cH:12][cH:13][cH:14]1. Product: NS(=O)(=O)c1cccc(-c2cn(-c3nc(-c4ccc(F)cc4)cc(C(F)(F)F)n3)cn2)c1. Procedure details: (E)-3-{2-[4-(4-methanesulfonylpiperazin-1-yl)-2-nitrophenyl]vinyl}-1H-indazole (0.13 g, 0.29 mmol) obtained in Step 2 was dissolved in ethanol (2.0 mL), and the solution was added with tin (73 mg, 0.62 mmol) and concentrated hydrochloric acid (1.0 mL) under ice-cooling, followed by stirring at 40° C. for 1 hour. To the reaction mixture under ice-cooling, 6 mol/L aqueous sodium hydroxide solution was added to neutralize the mixture. Then, the mixture was filtered. The filtrate was added with satu... The solvent is C(C)O (ethanol). Reaction conditions: temperature 40 celsius, time 1 hour. The yield is 52.1%. Product: N1N=C(C2=CC=CC=C12)/C=C/C1=C(C=C(C=C1)N1CCN(CC1)S(=O)(=O)C)N ((E)-2-[2-(1H-indazol-3-yl)vinyl]-5-(4-methanesulfonylpiperazin-1-yl)phenylamine). The reactants are [OH-].[Na+] (sodium hydroxide), [Sn] (tin), Cl (hydrochloric acid), CS(=O)(=O)N1CCN(CC1)C1=CC(=C(C=C1)/C=C/C1=NNC2=CC=CC=C12)[N+](=O)[O-] ((E)-3-{2-[4-(4-methanesulfonylpiperazin-1-yl)-2-nitrophenyl]vinyl}-1H-indazole). Reaction SMILES: [CH3:1][S:2]([N:5]1[CH2:10][CH2:9][N:8]([C:11]2[CH:16]=[CH:15][C:14](/[CH:17]=[CH:18]/[C:19]3[C:27]4[C:22](=[CH:23][CH:24]=[CH:25][CH:26]=4)[NH:21][N:20]=3)=[C:13]([N+:28]([O-])=O)[CH:12]=2)[CH2:7][CH2:6]1)(=[O:4])=[O:3].[Sn].Cl.[OH-].[Na+]>C(O)C>[NH:21]1[C:22]2[C:27](=[CH:26][CH:25]=[CH:24][CH:23]=2)[C:19](/[CH:18]=[CH:17]/[C:14]2[CH:15]=[CH:16][C:11]([N:8]3[CH2:7][CH2:6][N:5]([S:2]([CH3:1])(=[O:4])=[O:3])[CH2:10][CH2:9]3)=[CH:12][C:13]=2[NH2:28])=[N:20]1 |f:3.4,^3:30|. Reactants: C1(=CC=C(C=C1)S(=O)(=O)Cl)C (p-toluenesulfonyl chloride), COC(CCC\C=C/C[C@H]1[C@H](C[C@H]([C@@H]1\C=C\[C@H](C(CC#CC)C)OC1OCCCC1)OC1OCCCC1)O)=O ((5Z,13E)-(9S,11R,15S,16RS)-11,15-bis(tetrahydropyran-2-yloxy)-9-hydroxy-16-methyl-5,13-prostadien-18-ynoic acid methyl ester), [N+](=[N-])=C (diazomethane), ice, C([O-])(O)=O.[Na+] (sodium bicarbonate), S(=O)(=O)([O-])C1=CC=C(C)C=C1 (tosylate). Solvent: N1=CC=CC=C1 (pyridine), O (water), O (water), O (water), CCOCC (ether). Conditions: time 60 hour. Product: COC(CCC\C=C/C[C@H]1[C@H](C[C@H]([C@@H]1\C=C\[C@H](C(CC#CC)C)OC1OCCCC1)OC1OCCCC1)OS(=O)(=O)C1=CC=C(C=C1)C)=O ((5Z,13E)-(9S,11R,15S,16RS)-11,15-Bis(tetrahydropyran-2-yloxy)-16-methyl-9-(p-toluenesulfonyloxy)-5,13-prostadien-18-ynoic Acid Methyl Ester). As a reaction SMILES: [C:1]1([CH3:11])[CH:6]=[CH:5][C:4]([S:7](Cl)(=[O:9])=[O:8])=[CH:3][CH:2]=1.[CH3:12][O:13][C:14](=[O:50])[CH2:15][CH2:16][CH2:17]/[CH:18]=[CH:19]\[CH2:20][C@@H:21]1[C@@H:25](/[CH:26]=[CH:27]/[C@@H:28]([O:35][CH:36]2[CH2:41][CH2:40][CH2:39][CH2:38][O:37]2)[CH:29]([CH3:34])[CH2:30][C:31]#[C:32][CH3:33])[C@H:24]([O:42][CH:43]2[CH2:48][CH2:47][CH2:46][CH2:45][O:44]2)[CH2:23][C@@H:22]1[OH:49].[N+](=C)=[N-].C(=O)(O)[O-].[Na+].S(C1C=CC(C)=CC=1)([O-])(=O)=O>CCOCC.O.N1C=CC=CC=1>[CH3:12][O:13][C:14](=[O:50])[CH2:15][CH2:16][CH2:17]/[CH:18]=[CH:19]\[CH2:20][C@@H:21]1[C@@H:25](/[CH:26]=[CH:27]/[C@@H:28]([O:35][CH:36]2[CH2:41][CH2:40][CH2:39][CH2:38][O:37]2)[CH:29]([CH3:34])[CH2:30][C:31]#[C:32][CH3:33])[C@H:24]([O:42][CH:43]2[CH2:48][CH2:47][CH2:46][CH2:45][O:44]2)[CH2:23][C@@H:22]1[O:49][S:7]([C:4]1[CH:5]=[CH:6][C:1]([CH3:11])=[CH:2][CH:3]=1)(=[O:9])=[O:8] |f:3.4|. Reported procedure: At 0°, 2.15 g. of p-toluenesulfonyl chloride is addded to a solution of 3.05 g. of (5Z,13E)-(9S,11R,15S,16RS)-11,15-bis(tetrahydropyran-2-yloxy)-9-hydroxy-16-methyl-5,13-prostadien-18-ynoic acid methyl ester (prepared from the corresponding acid with ethereal diazomethane solution) in 6 ml. of pyridine, agitated for 6 hours at room temperature and then allowed to stand for 60 hours at 5°. The mixture is then diluted with ether, shaken in succession once with water, once with ice-cold 3% sulfuric... Reactants: IC=1C(NC=NC1C)=O (5-Iodo-6-methyl-4(3H)-pyrimidinone), [Br-].FC(C1=CC=C(C=C1)C#C[Zn+])(F)F ([4-(trifluoromethyl)phenyl]ethynylzinc bromide), O1CCCC1 (tetrahydrofuran), O=P(Cl)(Cl)Cl (POCl3). The product is ClC1=NC=NC(=C1C#CC1=CC=C(C=C1)C(F)(F)F)C (4-Chloro-6-methyl-5-{[4-(trifluoromethyl)phenyl]ethynyl}pyrimidine). Reported procedure: 5-Iodo-6-methyl-4(3H)-pyrimidinone and [4-(trifluoromethyl)phenyl]ethynylzinc bromide were reacted in a solvent mixture of tetrahydrofuran and N,N-dimethylformamide (1:1) in the presence of tetrakis(triphenylphosphine)palladium while stirring under room temperature to heating to obtain a compound. The compound was mixed with POCl3 and reacted while heating under reflux to obtain a target substance. The target substance was subjected to e.g., proton nuclear magnetic resonance spectrometry (1H-NMR... RXN SMILES: I[C:2]1[C:3](=O)[NH:4][CH:5]=[N:6][C:7]=1[CH3:8].[Br-].[F:11][C:12]([F:23])([F:22])[C:13]1[CH:18]=[CH:17][C:16]([C:19]#[C:20][Zn+])=[CH:15][CH:14]=1.O1CCCC1.O=P(Cl)(Cl)[Cl:31]>C1C=CC([P]([Pd]([P](C2C=CC=CC=2)(C2C=CC=CC=2)C2C=CC=CC=2)([P](C2C=CC=CC=2)(C2C=CC=CC=2)C2C=CC=CC=2)[P](C2C=CC=CC=2)(C2C=CC=CC=2)C2C=CC=CC=2)(C2C=CC=CC=2)C2C=CC=CC=2)=CC=1.CN(C)C=O>[Cl:31][C:3]1[C:2]([C:20]#[C:19][C:16]2[CH:17]=[CH:18][C:13]([C:12]([F:23])([F:22])[F:11])=[CH:14][CH:15]=2)=[C:7]([CH3:8])[N:6]=[CH:5][N:4]=1 |f:1.2,^1:37,39,58,77|. Run in CN(C=O)C (N,N-dimethylformamide). The reagents and catalysts are C=1C=CC(=CC1)[P](C=2C=CC=CC2)(C=3C=CC=CC3)[Pd]([P](C=4C=CC=CC4)(C=5C=CC=CC5)C=6C=CC=CC6)([P](C=7C=CC=CC7)(C=8C=CC=CC8)C=9C=CC=CC9)[P](C=1C=CC=CC1)(C=1C=CC=CC1)C=1C=CC=CC1 (tetrakis(triphenylphosphine)palladium). Procedure details: A mixture of 0.94 g (10.0 mmole) of 2-aminopyridine, 1.56 g (10.0 mmole) of ethyl tetrazol-5-ylacetate, 1.65 g (11.1 mmole) of triethyl orthoformate and 0.3 g (2.2 mmole) of aluminum chloride in 50 ml of 1,1,2,2-tetrachloroethane was heated at 120° C. under a nitrogen atmosphere for 3 days. The mixture was cooled, diluted to 200 ml with diethyl ether and filtered. The solid obtained was suspended in 100 ml of 1:1 methanol-water. The solid was then separated by filtration and washed with methanol... Product: N1N=NN=C1C1=CN=C2N(C1=O)C=CC=C2 (3-(1H-Tetrazol-5-yl)-4H-pyrido[1,2-a]pyrimidine-4-one). Reaction SMILES: [NH2:1][C:2]1[CH:7]=[CH:6][CH:5]=[CH:4][N:3]=1.[NH:8]1[C:12]([CH2:13][C:14]([O:16]CC)=O)=[N:11][N:10]=[N:9]1.[CH:19](OCC)(OCC)OCC.[Cl-].[Al+3].[Cl-].[Cl-]>ClC(Cl)C(Cl)Cl.C(OCC)C.CO.O>[NH:11]1[C:12]([C:13]2[C:14](=[O:16])[N:3]3[CH:4]=[CH:5][CH:6]=[CH:7][C:2]3=[N:1][CH:19]=2)=[N:8][N:9]=[N:10]1 |f:3.4.5.6,9.10|. Run at temperature 120 celsius. Reactants: NC1=NC=CC=C1 (2-aminopyridine), N1N=NN=C1CC(=O)OCC (ethyl tetrazol-5-ylacetate), C(OCC)(OCC)OCC (triethyl orthoformate), [Cl-].[Al+3].[Cl-].[Cl-] (aluminum chloride). Isolated yield 64.9%. Run in ClC(C(Cl)Cl)Cl (1,1,2,2-tetrachloroethane), CO.O (methanol water), C(C)OCC (diethyl ether).